This data is from the Open Reaction Database (ORD), a public repository of structured organic reaction records. The task is: describe an organic reaction: reactants, conditions, products, and yield Starting materials: CC(C(=O)OCC)C(=O)OCC (diethyl 2-methylmalonate), ClC1=C(C=C(N)C=C1)OC (4-chloro-3-methoxyaniline). Solvent: N1=CC=CC=C1 (pyridine). The product is ClC1=C(C=C(C=C1)NC(C(C(=O)OCC)C)=O)OC (ethyl 3-(4-chloro-3-methoxyphenylamino)-2-methyl-3-oxopropanoate). As a reaction SMILES: [CH3:1][CH:2]([C:8]([O:10]CC)=O)[C:3]([O:5][CH2:6][CH3:7])=[O:4].[Cl:13][C:14]1[CH:20]=[CH:19][C:17]([NH2:18])=[CH:16][C:15]=1[O:21][CH3:22]>N1C=CC=CC=1>[Cl:13][C:14]1[CH:20]=[CH:19][C:17]([NH:18][C:8](=[O:10])[CH:2]([CH3:1])[C:3]([O:5][CH2:6][CH3:7])=[O:4])=[CH:16][C:15]=1[O:21][CH3:22]. Procedure: Prepared according to Procedure A using diethyl 2-methylmalonate (4.91 mL, 28.6 mmol), pyridine (3.1 mL) and 4-chloro-3-methoxyaniline (3.00 g, 19.04 mmol). The reaction mixture was heated for 5 days. The residue was purified by column chromatography on silica gel (0-30% EtOAc/hexanes) to give ethyl 3-(4-chloro-3-methoxyphenylamino)-2-methyl-3-oxopropanoate. Mass Spectrum (ESI) m/e=286.1 (M+1). The reactants are CCO, CC#N, CCO, CCOCC, Cc1ccccc1, CCOC(C)=O, [K+], CN1CCC(N(C)C(=O)Nc2cc(Oc3ccc(N)cc3F)ccn2)CC1, [Na+], O=C([O-])O, N#C[S-], O=C(Cl)Cc1ccccc1, O=C(Cc1ccccc1)N=C=S, Cc1ccccc1. Yields the product CN1CCC(N(C)C(=O)Nc2cc(Oc3ccc(NC(=S)NC(=O)Cc4ccccc4)cc3F)ccn2)CC1. Reaction SMILES: [CH2:65]([OH:66])[CH3:67].[CH3:59][C:60]#[N:61].[CH3:62][CH2:63][OH:64].[CH3:75][CH2:76][O:77][CH2:78][CH3:79].[CH3:80][c:81]1[cH:82][cH:83][cH:84][cH:85][cH:86]1.[CH3:87][CH2:88][O:89][C:90](=[O:91])[CH3:92].[K+:11].[NH2:20][c:21]1[cH:22][c:23]([F:46])[c:24]([O:25][c:26]2[cH:27][c:28]([NH:32][C:33]([N:34]([CH:35]3[CH2:36][CH2:37][N:38]([CH3:41])[CH2:39][CH2:40]3)[CH3:42])=[O:43])[n:29][cH:30][cH:31]2)[cH:44][cH:45]1.[Na+:15].[OH:16][C:17](=[O:18])[O-:19].[S-:12][C:13]#[N:14].[c:1]1([CH2:2][C:3]([Cl:4])=[O:5])[cH:6][cH:7][cH:8][cH:9][cH:10]1.[c:47]1([CH2:53][C:54](=[O:55])[N:56]=[C:57]=[S:58])[cH:48][cH:49][cH:50][cH:51][cH:52]1.[c:68]1([CH3:69])[cH:70][cH:71][cH:72][cH:73][cH:74]1>>[NH:20]([c:21]1[cH:22][c:23]([F:46])[c:24]([O:25][c:26]2[cH:27][c:28]([NH:32][C:33]([N:34]([CH:35]3[CH2:36][CH2:37][N:38]([CH3:41])[CH2:39][CH2:40]3)[CH3:42])=[O:43])[n:29][cH:30][cH:31]2)[cH:44][cH:45]1)[C:57]([NH:56][C:54]([CH2:53][c:47]1[cH:48][cH:49][cH:50][cH:51][cH:52]1)=[O:55])=[S:58]. RXN SMILES: [C:1]1([N:7]([C:50]2[CH:55]=[CH:54][CH:53]=[CH:52][CH:51]=2)[C:8]2[C:20]3[C:19]4[C:14](=[CH:15][CH:16]=[CH:17][CH:18]=4)[C:13]4([C:32]5[C:31](OC)=[CH:30][CH:29]=[C:28]([N:35]([C:42]6[CH:47]=[CH:46][CH:45]=[CH:44][CH:43]=6)[C:36]6[CH:41]=[CH:40][CH:39]=[CH:38][CH:37]=6)[C:27]=5[C:26]5[C:21]4=[CH:22][CH:23]=[CH:24][CH:25]=5)[C:12]=3[C:11](OC)=[CH:10][CH:9]=2)[CH:6]=[CH:5][CH:4]=[CH:3][CH:2]=1.C1(N2C(Cl)=NN=N2)C=CC=CC=1.C([O-])([O-])=O.[K+].[K+]>CC(C)=O>[C:42]1([N:35]([C:36]2[CH:37]=[CH:38][CH:39]=[CH:40][CH:41]=2)[C:28]2[C:27]3[C:26]4[C:21](=[CH:22][CH:23]=[CH:24][CH:25]=4)[C:13]4([C:12]5[CH:11]=[CH:10][CH:9]=[C:8]([N:7]([C:1]6[CH:2]=[CH:3][CH:4]=[CH:5][CH:6]=6)[C:50]6[CH:51]=[CH:52][CH:53]=[CH:54][CH:55]=6)[C:20]=5[C:19]5[C:14]4=[CH:15][CH:16]=[CH:17][CH:18]=5)[C:32]=3[CH:31]=[CH:30][CH:29]=2)[CH:43]=[CH:44][CH:45]=[CH:46][CH:47]=1 |f:2.3.4|. Yields the product C1(=CC=CC=C1)N(C1=CC=CC=2C3(C4=CC=CC=C4C12)C1=CC=CC=C1C=1C(=CC=CC13)N(C1=CC=CC=C1)C1=CC=CC=C1)C1=CC=CC=C1 (4,4′-bis(diphenylamino)-9,9′-spirobifluorene). Reactants: C1(=CC=CC=C1)N(C1=CC=C(C=2C3(C4=CC=CC=C4C12)C1=CC=CC=C1C=1C(=CC=C(C13)OC)N(C1=CC=CC=C1)C1=CC=CC=C1)OC)C1=CC=CC=C1 (4,4′-bis(diphenylamino)-1,1′-dimethoxy-9,9′-spirobifluorene), C1(=CC=CC=C1)N1N=NN=C1Cl (1-phenyl-5-chlorotetrazole), C(=O)([O-])[O-].[K+].[K+] (K2CO3). Reaction conditions: temperature 40 celsius, time 8 hour. Run in CC(=O)C (acetone). Procedure details: A well-stirred suspension of 35.5 g (50 mmol) of 4,4′-bis(diphenylamino)-1,1′-dimethoxy-9,9′-spirobifluorene, 18.1 g (100 mmol) of 1-phenyl-5-chlorotetrazole and 27.6 g (200 mmol) of K2CO3 is heated under reflux for 18 h in 250 ml of acetone. After cooling, the precipitated solid is filtered off with suction and dried. The solid is dissolved in 200 ml of toluene, 6 g of Pd/C (5%) are added, and the mixture is stirred at 40° C. for 8 h under a hydrogen atmosphere. After removal of the solvent, th... Starting materials: N(C(=O)C)C1=CC=C(C=O)C=C1 (4-acetaminobenzaldehyde), C(CC#N)#N (malononitrile). The reagents and catalysts are N1CCCCC1 (piperidine). The solvent is C(C)O (ethanol). Product: C(#N)C(=CC1=CC=C(C=C1)NC(C)=O)C#N (N-[4-(2,2-Dicyanovinyl)phenyl]acetamide). As a reaction SMILES: [NH:1]([C:5]1[CH:12]=[CH:11][C:8]([CH:9]=O)=[CH:7][CH:6]=1)[C:2]([CH3:4])=[O:3].[C:13](#[N:17])[CH2:14][C:15]#[N:16]>C(O)C.N1CCCCC1>[C:15]([C:14]([C:13]#[N:17])=[CH:9][C:8]1[CH:11]=[CH:12][C:5]([NH:1][C:2](=[O:3])[CH3:4])=[CH:6][CH:7]=1)#[N:16]. Reported procedure: 32.6 g (0.2 mol) of 4-acetaminobenzaldehyde and 13.74 g (0.208 mol) of malononitrile are initially charged in 140 ml of ethanol, and 24 drops of piperidine are added. The mixture is stirred at reflux for 30 min. After cooling, the crystals are filtered off with suction and dried. The reactants are CC(=O)O[BH-](OC(C)=O)OC(C)=O, C1CNCCN1, COCOc1ccc(C2CCCC(=O)C2)c(OCOC)c1, C[N+](C)(C)C, CC(=O)O, CC(Cl)Cl. The product is COCOc1ccc(C2CCCC(N3CCNCC3)C2)c(OCOC)c1. Reaction SMILES: [C:28]([O:29][BH-:30]([O:31][C:32](=[O:33])[CH3:34])[O:35][C:36](=[O:37])[CH3:38])(=[O:39])[CH3:40].[CH2:22]1[CH2:23][NH:24][CH2:25][CH2:26][NH:27]1.[CH3:1][O:2][CH2:3][O:4][c:5]1[c:6]([CH:15]2[CH2:16][C:17](=[O:21])[CH2:18][CH2:19][CH2:20]2)[cH:7][cH:8][c:9]([O:11][CH2:12][O:13][CH3:14])[cH:10]1.[CH3:41][N+:42]([CH3:43])([CH3:44])[CH3:45].[CH3:46][C:47](=[O:48])[OH:49].[Cl:50][CH:51]([Cl:52])[CH3:53]>>[CH3:1][O:2][CH2:3][O:4][c:5]1[c:6]([CH:15]2[CH2:16][CH:17]([N:24]3[CH2:23][CH2:22][NH:27][CH2:26][CH2:25]3)[CH2:18][CH2:19][CH2:20]2)[cH:7][cH:8][c:9]([O:11][CH2:12][O:13][CH3:14])[cH:10]1. Reactants: COC(CN(CCC1=CC=CC=C1)P(=O)(C1=CC=CC=C1)C)=O (N-(Methylphenylphosphinyl)-N-(2-phenylethyl)glycine methyl ester), NO[K] (NH2OK), C(=O)O (formic acid), C(C)(=O)OCC (ethyl acetate). The solvent is C(C)O (ethanol). Conditions: time 3 hour. Product: ONC(CN(CCC1=CC=CC=C1)P(=O)(C1=CC=CC=C1)C)=O (N-hydroxy-2-[[methyl phenylphosphinyl](2-phenylethyl)-amino]-acetamide). As a reaction SMILES: C[O:2][C:3](=O)[CH2:4][N:5]([P:14]([CH3:22])([C:16]1[CH:21]=[CH:20][CH:19]=[CH:18][CH:17]=1)=[O:15])[CH2:6][CH2:7][C:8]1[CH:13]=[CH:12][CH:11]=[CH:10][CH:9]=1.[NH2:24][O:25][K].C(O)=O.C(OCC)(=O)C>C(O)C>[OH:25][NH:24][C:3](=[O:2])[CH2:4][N:5]([P:14]([CH3:22])([C:16]1[CH:21]=[CH:20][CH:19]=[CH:18][CH:17]=1)=[O:15])[CH2:6][CH2:7][C:8]1[CH:13]=[CH:12][CH:11]=[CH:10][CH:9]=1. Reported procedure: N-(Methylphenylphosphinyl)-N-(2-phenylethyl)glycine methyl ester (300 mg, 0.905 mmol) is treated with 0.77 mL of NH2OK (1.76M in methanol, solution prepared as described in Fieser and Fieser, Vol. 1, p. 478). The mixture is stirred for 3 hours at room temperature, neutralized with formic acid and concentrated. The crude product is purified by silica gel flash chromatography (85:15 ethyl acetate:ethanol) giving the product with slight impurities. Preparative TLC (90:10 ethyl acetate:ethanol) give... Procedure: Perfluorophenyl 1-(4-bromo-2-methoxyphenyl)-2-oxo-1,2-dihydroquinoline-6-sulfonate was synthesized in a manner similar to that described for perfluorophenyl 1-(4-bromo-5-chloro-2-methoxyphenyl)-2-oxo-1,2-dihydroquinoline-6-sulfonate, except using 5-bromo-2-iodoanisole (Oakwood) instead of 1-bromo-2-chloro-4-iodo-5-methoxybenzene in step 1. m/z (ESI) 575.7 (M+H)+. Yields the product BrC1=CC(=C(C=C1)N1C(C=CC2=CC(=CC=C12)S(=O)(=O)OC1=C(C(=C(C(=C1F)F)F)F)F)=O)OC (Perfluorophenyl 1-(4-bromo-2-methoxyphenyl)-2-oxo-1,2-dihydroquinoline-6-sulfonate). The reactants are BrC1=CC(=C(C=C1Cl)N1C(C=CC2=CC(=CC=C12)S(=O)(=O)OC1=C(C(=C(C(=C1F)F)F)F)F)=O)OC (perfluorophenyl 1-(4-bromo-5-chloro-2-methoxyphenyl)-2-oxo-1,2-dihydroquinoline-6-sulfonate), BrC=1C=CC(=C(C1)OC)I (5-bromo-2-iodoanisole). RXN SMILES: [Br:1][C:2]1[C:7](Cl)=[CH:6][C:5]([N:9]2[C:18]3[C:13](=[CH:14][C:15]([S:19]([O:22][C:23]4[C:28]([F:29])=[C:27]([F:30])[C:26]([F:31])=[C:25]([F:32])[C:24]=4[F:33])(=[O:21])=[O:20])=[CH:16][CH:17]=3)[CH:12]=[CH:11][C:10]2=[O:34])=[C:4]([O:35][CH3:36])[CH:3]=1.BrC1C=CC(I)=C(OC)C=1>>[Br:1][C:2]1[CH:7]=[CH:6][C:5]([N:9]2[C:18]3[C:13](=[CH:14][C:15]([S:19]([O:22][C:23]4[C:24]([F:33])=[C:25]([F:32])[C:26]([F:31])=[C:27]([F:30])[C:28]=4[F:29])(=[O:20])=[O:21])=[CH:16][CH:17]=3)[CH:12]=[CH:11][C:10]2=[O:34])=[C:4]([O:35][CH3:36])[CH:3]=1.